Dataset: the Open Reaction Database (ORD), a public repository of structured organic reaction records. Task: describe an organic reaction: reactants, conditions, products, and yield Procedure details: from 3-(1-methyl-1,2,3,6-tetrahydro-4-pyridinyl)5-azaindole (20 mg, 0.094 mmol), 2,6-dichlorobenzoyl chloride (27 μL, 0.188 mmol) and 1M NaN(TMS)2 (250 μL, 0.25 mmol) in THF (1 mL) at RT. RXN SMILES: [CH3:1][N:2]1[CH2:7][CH:6]=[C:5]([C:8]2[C:16]3[C:11](=[CH:12][CH:13]=[N:14][CH:15]=3)[NH:10][CH:9]=2)[CH2:4][CH2:3]1.[Cl:17][C:18]1[CH:26]=[CH:25][CH:24]=[C:23]([Cl:27])[C:19]=1[C:20](Cl)=[O:21].C[Si]([N-][Si](C)(C)C)(C)C.[Na+]>C1COCC1>[Cl:17][C:18]1[CH:26]=[CH:25][CH:24]=[C:23]([Cl:27])[C:19]=1[C:20]([N:10]1[C:11]2[C:16](=[CH:15][N:14]=[CH:13][CH:12]=2)[C:8]([C:5]2[CH2:4][CH2:3][N:2]([CH3:1])[CH2:7][CH:6]=2)=[CH:9]1)=[O:21] |f:2.3|. Solvent: C1CCOC1 (THF). Product: ClC1=C(C(=O)N2C=C(C3=CN=CC=C23)C=2CCN(CC2)C)C(=CC=C1)Cl (1-(2, 6-Dichlorobenzoyl)-3-(1-methyl-1,2,3,6-tetrahydro-4-pyridinyl)-5-azaindole). The reactants are CN1CCC(=CC1)C1=CNC2=CC=NC=C12 (3-(1-methyl-1,2,3,6-tetrahydro-4-pyridinyl)5-azaindole), ClC1=C(C(=O)Cl)C(=CC=C1)Cl (2,6-dichlorobenzoyl chloride), C[Si](C)(C)[N-][Si](C)(C)C.[Na+] (NaN(TMS)2). Starting materials: BrC(C(=O)O)C1=CC=CC=C1 (α-bromophenylacetic acid), [K] (potassium), SC=1SC2=NC=CC=C2N1 (2-mercaptothiazolo[5,4-b]pyridine). Solvent: CC(=O)C (acetone). Yields the product N1=C(SC2=NC=CC=C21)SC(C(=O)O)C2=CC=CC=C2 (α-(Thiazolo[5,4-b]-pyridin-2yl-thio)phenyl acetic acid). As a reaction SMILES: Br[CH:2]([C:6]1[CH:11]=[CH:10][CH:9]=[CH:8][CH:7]=1)[C:3]([OH:5])=[O:4].[K].[SH:13][C:14]1[S:15][C:16]2[C:21]([N:22]=1)=[CH:20][CH:19]=[CH:18][N:17]=2>CC(C)=O>[N:22]1[C:21]2[C:16](=[N:17][CH:18]=[CH:19][CH:20]=2)[S:15][C:14]=1[S:13][CH:2]([C:6]1[CH:11]=[CH:10][CH:9]=[CH:8][CH:7]=1)[C:3]([OH:5])=[O:4] |^1:11|. Reported procedure: 6.5 g. (0.03 moles) α-bromophenylacetic acid and 6.2 g. (0.03 moles) potassium salt of 2-mercaptothiazolo[5,4-b]pyridine are suspended in 200 ml. acetone and the mixture is stirred at room temperature overnight. The mixture is filtered and the filtrate concentrated to dryness. The resulting compound is an oil and is not isolated. The reactants are O=C([O-])[O-], CCCN=C=O, Cc1cc(Oc2ccc([N+](=O)[O-])c(C(F)(F)F)c2)n[nH]1, CCOC(C)=O, Cl, [K+], [K+]. Yields the product CCCNC(=O)n1nc(Oc2ccc([N+](=O)[O-])c(C(F)(F)F)c2)cc1C. RXN SMILES: [C:1](=[O:2])([O-:3])[O-:4].[CH2:7]([CH2:8][CH3:9])[N:10]=[C:11]=[O:12].[CH3:13][c:14]1[cH:15][c:16]([O:19][c:20]2[cH:21][c:22]([C:29]([F:30])([F:31])[F:32])[c:23]([N+:26](=[O:27])[O-:28])[cH:24][cH:25]2)[n:17][nH:18]1.[CH3:34][CH2:35][O:36][C:37](=[O:38])[CH3:39].[ClH:33].[K+:5].[K+:6]>>[CH2:7]([CH2:8][CH3:9])[NH:10][C:11](=[O:12])[n:18]1[c:14]([CH3:13])[cH:15][c:16]([O:19][c:20]2[cH:21][c:22]([C:29]([F:30])([F:31])[F:32])[c:23]([N+:26](=[O:27])[O-:28])[cH:24][cH:25]2)[n:17]1. The reactants are C(=O)=O (carbon dioxide), Cl (hydrochloric acid), C(CCC)[Li] (n-butyl lithium), ClC1=C(C(=CC=C1)Cl)C1=NOC(=N1)C (3-(2,6-dichlorophenyl)-5-methyl-1,2,4-oxadiazole), CN(C)CCN(C)C (TMEDA). Run in C(C)OCC (diethyl ether), O (water), CCCCCC (n-hexane), C1(=CC=CC=C1)C (toluene). Run at temperature -60 celsius. Yields the product ClC1=C(C(=CC=C1)Cl)C1=NOC(=N1)CC(=O)O (3-(2,6-dichlorophenyl)-1,2,4-oxadiazol-5-yl-acetic acid). The yield is 63.0%. As a reaction SMILES: C([Li])CCC.[Cl:6][C:7]1[CH:12]=[CH:11][CH:10]=[C:9]([Cl:13])[C:8]=1[C:14]1[N:18]=[C:17]([CH3:19])[O:16][N:15]=1.CN(CCN(C)C)C.[C:28](=[O:30])=[O:29].Cl>CCCCCC.C1(C)C=CC=CC=1.O.C(OCC)C>[Cl:13][C:9]1[CH:10]=[CH:11][CH:12]=[C:7]([Cl:6])[C:8]=1[C:14]1[N:18]=[C:17]([CH2:19][C:28]([OH:30])=[O:29])[O:16][N:15]=1. Procedure details: A solution of an approximately equivalent amount of n-butyl lithium in 22.2 ml of n-hexane was added dropwise to a solution of 10 g of 3-(2,6-dichlorophenyl)-5-methyl-1,2,4-oxadiazole (m.p. 83°-85° C.) and 6.4 ml of TMEDA in 140 ml of dry toluene using the procedure of Example 1 over a period of about 30 minutes. The reaction temperature was -55° to -60° C. After stirring the reaction mixture for another hour at about -60° C. the mixture was added to powdered carbon dioxide covered with dry diet... Starting materials: CC(=O)OC(C)=O, NS(=O)(=O)c1cccc([N+](=O)[O-])c1, C1CCOC1. The product is CC(=O)NS(=O)(=O)c1cccc([N+](=O)[O-])c1. RXN SMILES: [CH3:14][C:15](=[O:16])[O:17][C:18](=[O:19])[CH3:20].[N+:1](=[O:2])([O-:3])[c:4]1[cH:5][c:6]([S:10](=[O:11])(=[O:12])[NH2:13])[cH:7][cH:8][cH:9]1.[O:21]1[CH2:22][CH2:23][CH2:24][CH2:25]1>>[N+:1](=[O:2])([O-:3])[c:4]1[cH:5][c:6]([S:10](=[O:11])(=[O:12])[NH:13][C:15]([CH3:14])=[O:16])[cH:7][cH:8][cH:9]1. Reactants: [H-].[Na+] (sodium hydride), C(O)([O-])=O.[Na+] (sodium hydrogencarbonate), OC1CN(CCC1C1=CC=C(C=C1)OCCCOCC1=C(C=CC=C1)OC)C(=O)OCC1=CC=CC=C1 (benzyl 3-hydroxy-4-{4-[3-(2-methoxybenzyloxy)propoxy]phenyl}piperidine-1-carboxylate), [N+](=O)([O-])C=1C=C(CCl)C=CC1 (3-nitrobenzyl chloride). Run in CN(C=O)C (N,N-dimethylformamide). Conditions: temperature -10 celsius, time 2.5 hour. Yields the product COC1=C(COCCCOC2=CC=C(C=C2)C2C(CN(CC2)C(=O)OCC2=CC=CC=C2)OCC2=CC(=CC=C2)[N+](=O)[O-])C=CC=C1 (Benzyl 4-{4-[3-(2-methoxybenzyloxy)propoxy]phenyl}-3-(3-nitrobenzyloxy)piperidine-1-carboxylate), SiO2. As a reaction SMILES: [OH:1][CH:2]1[CH:7]([C:8]2[CH:13]=[CH:12][C:11]([O:14][CH2:15][CH2:16][CH2:17][O:18][CH2:19][C:20]3[CH:25]=[CH:24][CH:23]=[CH:22][C:21]=3[O:26][CH3:27])=[CH:10][CH:9]=2)[CH2:6][CH2:5][N:4]([C:28]([O:30][CH2:31][C:32]2[CH:37]=[CH:36][CH:35]=[CH:34][CH:33]=2)=[O:29])[CH2:3]1.[N+:38]([C:41]1[CH:42]=[C:43]([CH:46]=[CH:47][CH:48]=1)[CH2:44]Cl)([O-:40])=[O:39].[H-].[Na+].C(=O)([O-])O.[Na+]>CN(C)C=O>[CH3:27][O:26][C:21]1[CH:22]=[CH:23][CH:24]=[CH:25][C:20]=1[CH2:19][O:18][CH2:17][CH2:16][CH2:15][O:14][C:11]1[CH:12]=[CH:13][C:8]([CH:7]2[CH2:6][CH2:5][N:4]([C:28]([O:30][CH2:31][C:32]3[CH:33]=[CH:34][CH:35]=[CH:36][CH:37]=3)=[O:29])[CH2:3][CH:2]2[O:1][CH2:44][C:43]2[CH:46]=[CH:47][CH:48]=[C:41]([N+:38]([O-:40])=[O:39])[CH:42]=2)=[CH:9][CH:10]=1 |f:2.3,4.5|. Procedure details: The solution of 0.512 g of benzyl 3-hydroxy-4-{4-[3-(2-methoxybenzyloxy)propoxy]phenyl}piperidine-1-carboxylate and 0.355 g of 3-nitrobenzyl chloride in 3.0 ml of N,N-dimethylformamide is admixed with stirring at −10° C. with 0.022 g of sodium hydride dispersion (60%). The reaction mixture is stirred at −10° C. over 2.5 hours, then poured onto 1M aqueous sodium hydrogencarbonate solution (25 ml) and extracted with ethyl acetate (2×25 ml). The organic phases are washed successively with water (2×... Reactants: BrC=1C=CC(=NC1)CO ((5-bromopyridin-2-yl)methanol), C(C)(C)N(CC)C(C)C (di-isopropylethylamine), CS(=O)(=O)Cl (methane sulfonylchloride), CS(=O)[O-].[Na+] (sodium methanesulfinate), C1COCCOCCOCCOCCOCCO1 (18-crown-6). Solvent: C(Cl)Cl (CH2Cl2), C(C)(=O)OCC (ethyl acetate). Reaction conditions: time 1 hour. Product: BrC=1C=CC(=NC1)CS(=O)(=O)C (5-bromo-2-(methylsulfonylmethyl)pyridine). Isolated yield 80.0%. RXN SMILES: [Br:1][C:2]1[CH:3]=[CH:4][C:5]([CH2:8]O)=[N:6][CH:7]=1.C(N(C(C)C)CC)(C)C.[CH3:19][S:20](Cl)(=[O:22])=[O:21].CS([O-])=O.[Na+].C1OCCOCCOCCOCCOCCOC1>C(Cl)Cl.C(OCC)(=O)C>[Br:1][C:2]1[CH:3]=[CH:4][C:5]([CH2:8][S:20]([CH3:19])(=[O:22])=[O:21])=[N:6][CH:7]=1 |f:3.4|. Procedure: Commercially available (5-bromopyridin-2-yl)methanol (2000 mg, 10.6 mmol) in CH2Cl2 (20 mL) is treated with di-isopropylethylamine (2.8 mL, 16 mmol) and methane sulfonylchloride (1.0 mL, 12.8 mmol) stirred for 1 hour and the solvent removed under reduced pressure. The crude solid is dissolved in dimethylformamide (10 mL) and treated with sodium methanesulfinate (4.39 g, 42.5 mmol), 18-crown-6 (580 mg, 2.13 mmol) and the mixture stirred at room temperature for 16 hours. The reaction mixture is di... The reactants are CC1(OC2=C(C3=C1CSCC3)C(=CC(=C2)C(C)C(CCCCC)C)O)C (1,2-Dihydro-5,5-dimethyl-10-hydroxy-8-(3-methyl-2-octyl)-4H, 5H-thiopyrano[3,4-c] [1]benzopyran), Cl.N1(CCCCC1)CCCC(=O)O (γ-piperidinobutyric acid hydrochloride), C1(CCCCC1)N=C=NC1CCCCC1 (dicyclohexylcarbodiimide). Product: Cl.CC1(OC2=C(C3=C1CSCC3)C(=CC(=C2)C(C)C(CCCCC)C)OC(CCCN2CCCCC2)=O)C (1,2-Dihydro-5,5-dimethyl-8-(3-methyl-2-octyl)-10-[4-(piperidino)butyryloxy]-4H,5H-thiopyrano[3,4-c][1]benzopyran hydrochloride). RXN SMILES: [CH3:1][C:2]1([CH3:26])[C:7]2[CH2:8][S:9][CH2:10][CH2:11][C:6]=2[C:5]2[C:12]([OH:25])=[CH:13][C:14]([CH:16]([CH:18]([CH3:24])[CH2:19][CH2:20][CH2:21][CH2:22][CH3:23])[CH3:17])=[CH:15][C:4]=2[O:3]1.[ClH:27].[N:28]1([CH2:34][CH2:35][CH2:36][C:37](O)=[O:38])[CH2:33][CH2:32][CH2:31][CH2:30][CH2:29]1.C1(N=C=NC2CCCCC2)CCCCC1>>[ClH:27].[CH3:26][C:2]1([CH3:1])[C:7]2[CH2:8][S:9][CH2:10][CH2:11][C:6]=2[C:5]2[C:12]([O:25][C:37](=[O:38])[CH2:36][CH2:35][CH2:34][N:28]3[CH2:33][CH2:32][CH2:31][CH2:30][CH2:29]3)=[CH:13][C:14]([CH:16]([CH:18]([CH3:24])[CH2:19][CH2:20][CH2:21][CH2:22][CH3:23])[CH3:17])=[CH:15][C:4]=2[O:3]1 |f:1.2,4.5|. Procedure details: The benzopyran of Example 21 is reacted with γ-piperidinobutyric acid hydrochloride and dicyclohexylcarbodiimide according to the method of Example 9 to yield the desired ester. The reactants are solution, C(C(=O)Cl)(=O)Cl (oxalyl chloride), O1C(CCC1)C=1C=CC(=NC1)N (5-(tetrahydro-furan-2-yl)-pyridin-2-ylamine), NC1=NC=CC=C1 (2-aminopyridine), N1=C(C=CC=C1C)C (2,6-lutidine), ClC=1C=C(C=CC1S(=O)(=O)C)[C@H](C(=O)O)CC1CCCC1 (2(R)-(3-chloro-4-methanesulfonyl-phenyl)-3-cyclopentyl-propionic acid). The reagents and catalysts are CN(C=O)C (N,N-dimethylformamide). The solvent is O (water), C(Cl)Cl (methylene chloride), O1CCCC1 (tetrahydrofuran), C(Cl)Cl (methylene chloride). Reaction conditions: temperature 0 celsius, time 30 minute. Yields the product hexanes ethyl acetate, ClC=1C=C(C=CC1S(=O)(=O)C)[C@H](C(=O)NC1=NC=C(C=C1)C1OCCC1)CC1CCCC1 (2(R)-(3-chloro-4-methanesulfonyl-phenyl)-3-cyclopentyl-N-[5-(tetrahydro-furan-2-yl)-pyridin-2-yl]-propionamide). Isolated yield 24.0%. Reaction SMILES: [Cl:1][C:2]1[CH:3]=[C:4]([C@@H:12]([CH2:16][CH:17]2[CH2:21][CH2:20][CH2:19][CH2:18]2)[C:13]([OH:15])=O)[CH:5]=[CH:6][C:7]=1[S:8]([CH3:11])(=[O:10])=[O:9].C(Cl)(=O)C(Cl)=O.[O:28]1[CH2:32][CH2:31][CH2:30][CH:29]1[C:33]1[CH:34]=[CH:35][C:36]([NH2:39])=[N:37][CH:38]=1.NC1C=CC=CN=1.N1C(C)=CC=CC=1C>C(Cl)Cl.CN(C)C=O.O1CCCC1.O>[Cl:1][C:2]1[CH:3]=[C:4]([C@@H:12]([CH2:16][CH:17]2[CH2:21][CH2:20][CH2:19][CH2:18]2)[C:13]([NH:39][C:36]2[CH:35]=[CH:34][C:33]([CH:29]3[CH2:30][CH2:31][CH2:32][O:28]3)=[CH:38][N:37]=2)=[O:15])[CH:5]=[CH:6][C:7]=1[S:8]([CH3:11])(=[O:9])=[O:10]. Procedure: A solution of 2(R)-(3-chloro-4-methanesulfonyl-phenyl)-3-cyclopentyl-propionic acid (prepared as in Example 1, 250 mg, 0.76 mmol) in methylene chloride (5 mL) was cooled to 0° C. and then was treated with a 2.0M solution of oxalyl chloride in methylene chloride (435 μL, 0.87 mmol) and N,N-dimethylformamide (1 drop). The reaction mixture was stirred at 0° C. for 30 min and then concentrated in vacuo. The resulting oil was dissolved in tetrahydrofuran (2 mL) at 25° C. and then was treated dropwise...